This data is from the Open Reaction Database (ORD), a public repository of structured organic reaction records. The task is: describe an organic reaction: reactants, conditions, products, and yield Isolated yield 52.6%. Reaction SMILES: CO[C:3]([C:5]1[N:6]=[CH:7][C:8]2[C:9](=[O:23])[N:10]([CH2:16][C:17]3[CH:22]=[CH:21][CH:20]=[CH:19][CH:18]=3)[CH:11]=[CH:12][C:13]=2[C:14]=1[OH:15])=[O:4].[NH2:24][CH2:25][CH2:26][NH:27][C:28](=[O:30])[CH3:29].CC(O)=O.O>CCO>[C:28]([NH:27][CH2:26][CH2:25][NH:24][C:3]([C:5]1[N:6]=[CH:7][C:8]2[C:9](=[O:23])[N:10]([CH2:16][C:17]3[CH:22]=[CH:21][CH:20]=[CH:19][CH:18]=3)[CH:11]=[CH:12][C:13]=2[C:14]=1[OH:15])=[O:4])(=[O:30])[CH3:29]. Starting materials: COC(=O)C=1N=CC=2C(N(C=CC2C1O)CC1=CC=CC=C1)=O (7-benzyl-4-hydroxy-8-oxo-7,8-dihydro-[2,7]naphthyridine-3-carboxylic acid methyl ester), NCCNC(C)=O (N-(2-amino-ethyl)-acetamide), CC(=O)O (AcOH), O (water). The solvent is CCO (EtOH). Yields the product C(C)(=O)NCCNC(=O)C=1N=CC=2C(N(C=CC2C1O)CC1=CC=CC=C1)=O (7-Benzyl-4-hydroxy-8-oxo-7,8-dihydro-[2,7]naphthyridine-3-carboxylic acid (2-acetylamino-ethyl)-amide). Reported procedure: A mixture of 7-benzyl-4-hydroxy-8-oxo-7,8-dihydro-[2,7]naphthyridine-3-carboxylic acid methyl ester (20 mg, 0.065 mmol) and N-(2-amino-ethyl)-acetamide (20 mg, 0.19 mmol), in EtOH (2 mL) was refluxed for 16 h. After cooling to r.t., AcOH (0.1 mL) and water (20 mL) were added. The resulting cloudy solution was extracted with EtOAc. The organic layer was dried over MgSO4 and concentrated. The crude product was purified by silica gel chromatography (0-10% MeOH/CH2Cl2) to give 13 mg of the title com...